From a dataset of the Open Reaction Database (ORD), a public repository of structured organic reaction records. describe an organic reaction: reactants, conditions, products, and yield Starting materials: COCOC1=CC=C(C([C@H](N)C(=O)O)O)C=C1 (O-methoxymethyl-β-hydroxytyrosine), COS(=O)(=O)OC (dimethylsulfate), Cl (hydrochloric acid). Solvent: [OH-].[Na+] (sodium hydroxide). Run at temperature 90 celsius, time 20 minute. Yields the product COCOC1=CC=C(C([C@H](NC)C(=O)O)O)C=C1 (O-methoxymethyl-N-methyl-β-hydroxytyrosine). The yield is 23.4%. Reaction SMILES: [CH3:1][O:2][CH2:3][O:4][C:5]1[CH:17]=[CH:16][C:8]([CH:9]([OH:15])[C@@H:10]([C:12]([OH:14])=[O:13])[NH2:11])=[CH:7][CH:6]=1.[CH3:18]OS(OC)(=O)=O.Cl>[OH-].[Na+]>[CH3:1][O:2][CH2:3][O:4][C:5]1[CH:6]=[CH:7][C:8]([CH:9]([OH:15])[C@@H:10]([C:12]([OH:14])=[O:13])[NH:11][CH3:18])=[CH:16][CH:17]=1 |f:3.4|. Procedure details: To a solution of O-methoxymethyl-β-hydroxytyrosine (21.0 g) in 1N-sodium hydroxide (250 ml) was added dimethylsulfate (16.5 g). After stirring for 20 min. at 90° C., the solution was acidified with diluted hydrochloric acid in ice bath. The acidic solution was washed with diethyl ether and adjusted to pH 6.0 with 1N-sodium hydroxide. After evaporation, the solid was collected by filtration to give O-methoxymethyl-N-methyl-β-hydroxytyrosine (5.2 g).